Dataset: the Open Reaction Database (ORD), a public repository of structured organic reaction records. Task: describe an organic reaction: reactants, conditions, products, and yield Solvent: C(C)O (ethanol). Product: ClC=1C(=C(C=NO)C=C(C1)N=NC1=CC(=CC=C1)S(=O)(=O)F)O (3-Chloro-5-(3-fluorosulfonylphenylazo)-2-hydroxybenzaldehyde oxime). Starting materials: Cl (hydrochloric acid), ClC=1C(=C(C=O)C=C(C1)N=NC1=CC(=CC=C1)S(=O)(=O)F)O (3-Chloro-5-(3-fluorosulfonylphenylazo)-2-hydroxy-benzaldehyde), [OH-].[Na+] (sodium hydroxide), Cl.NO (hyroxylamine hydrochloride). As a reaction SMILES: [Cl:1][C:2]1[C:3]([OH:22])=[C:4]([CH:7]=[C:8]([N:10]=[N:11][C:12]2[CH:17]=[CH:16][CH:15]=[C:14]([S:18]([F:21])(=[O:20])=[O:19])[CH:13]=2)[CH:9]=1)[CH:5]=O.Cl.[NH2:24][OH:25].[OH-].[Na+].Cl>C(O)C>[Cl:1][C:2]1[C:3]([OH:22])=[C:4]([CH:7]=[C:8]([N:10]=[N:11][C:12]2[CH:17]=[CH:16][CH:15]=[C:14]([S:18]([F:21])(=[O:20])=[O:19])[CH:13]=2)[CH:9]=1)[CH:5]=[N:24][OH:25] |f:1.2,3.4|. Procedure details: 3-Chloro-5-(3-fluorosulfonylphenylazo)-2-hydroxy-benzaldehyde (23.8 g, 0.07 mol) was added to 250 ml ethanol, followed by hyroxylamine hydrochloride (5.04 g, 0.072 mol) and sodium hydroxide (2.88 g, 0.072 mol). The reaction was brought to reflux for 30 minutes and then cooled to room temperature. The mixture was then poured into ice and hydrochloric acid, resulting in the formation of a precipitate which was filtered off, washed with water, and dried in a vacuum oven (55° C.). The yield was 22.5...